This data is from the Open Reaction Database (ORD), a public repository of structured organic reaction records. The task is: describe an organic reaction: reactants, conditions, products, and yield Reactants: COc1nc(-c2cnn(C(CC#N)C3CCCC3)c2)c2cc[nH]c2n1, O=C1CCC(=O)N1I, C1CCOC1. Yields the product COc1nc(-c2cnn(C(CC#N)C3CCCC3)c2)c2c(I)c[nH]c2n1. Reaction SMILES: [CH:1]1([CH:6]([CH2:7][C:8]#[N:9])[n:10]2[n:11][cH:12][c:13](-[c:15]3[c:16]4[c:17]([n:18][c:19]([O:21][CH3:22])[n:20]3)[nH:23][cH:24][cH:25]4)[cH:14]2)[CH2:2][CH2:3][CH2:4][CH2:5]1.[I:26][N:27]1[C:28](=[O:29])[CH2:30][CH2:31][C:32]1=[O:33].[O:34]1[CH2:35][CH2:36][CH2:37][CH2:38]1>>[CH:1]1([CH:6]([CH2:7][C:8]#[N:9])[n:10]2[n:11][cH:12][c:13](-[c:15]3[c:16]4[c:17]([n:18][c:19]([O:21][CH3:22])[n:20]3)[nH:23][cH:24][c:25]4[I:26])[cH:14]2)[CH2:2][CH2:3][CH2:4][CH2:5]1.